describe an organic reaction: reactants, conditions, products, and yield From a dataset of the Open Reaction Database (ORD), a public repository of structured organic reaction records. The reactants are C(C)(=O)C(C(=O)NC(C)C=1C(NC(=NN1)CC1=CC(=C(C=C1)OC)OC)=O)CCCC1CCCCC1 (2-acetyl-5-cyclohexyl-N-{1-[3-(3,4-dimethoxybenzyl)-5-oxo-4,5-dihydro-1,2,4-triazin-6-yl]ethyl}pentanamide), P(=O)(Cl)(Cl)Cl (phosphorus oxychloride). Product: C(C)(=O)C(CCCC1CCCCC1)C1=NC(=C2C(NC(=NN21)CC2=CC(=C(C=C2)OC)OC)=O)C (7-(1-acetyl-4-cyclohexylbutyl)-2-(3,4-dimethoxybenzyl)-5-methylimidazo[5,1-f][1,2,4]triazin-4(3H)-one). Reaction SMILES: [C:1]([CH:4]([CH2:28][CH2:29][CH2:30][CH:31]1[CH2:36][CH2:35][CH2:34][CH2:33][CH2:32]1)[C:5]([NH:7][CH:8]([C:10]1[C:11](=[O:27])[NH:12][C:13]([CH2:16][C:17]2[CH:22]=[CH:21][C:20]([O:23][CH3:24])=[C:19]([O:25][CH3:26])[CH:18]=2)=[N:14][N:15]=1)[CH3:9])=O)(=[O:3])[CH3:2].P(Cl)(Cl)(Cl)=O>>[C:1]([CH:4]([C:5]1[N:15]2[C:10]([C:11](=[O:27])[NH:12][C:13]([CH2:16][C:17]3[CH:22]=[CH:21][C:20]([O:23][CH3:24])=[C:19]([O:25][CH3:26])[CH:18]=3)=[N:14]2)=[C:8]([CH3:9])[N:7]=1)[CH2:28][CH2:29][CH2:30][CH:31]1[CH2:36][CH2:35][CH2:34][CH2:33][CH2:32]1)(=[O:3])[CH3:2]. Procedure details: Analogously to Example 1, 240 mg (0.47 mmol) of 2-acetyl-5-cyclohexyl-N-{1-[3-(3,4-dimethoxybenzyl)-5-oxo-4,5-dihydro-1,2,4-triazin-6-yl]ethyl}pentanamide and 350 mg (2.30 mmol) of phosphorus oxychloride are reacted to give 7-(1-acetyl-4-cyclohexylbutyl)-2-(3,4-dimethoxybenzyl)-5-methylimidazo[5,1-f][1,2,4]triazin-4(3H)-one.